Dataset: the Open Reaction Database (ORD), a public repository of structured organic reaction records. Task: describe an organic reaction: reactants, conditions, products, and yield The reactants are O.[OH-].[Li+] (Lithium hydroxide monohydrate), COC(C1=CC(=C(C=C1)\C=C\C(=O)OC(C)(C)C)C)=O (4-((E)-2-tert-butoxycarbonyl-vinyl)-3-methyl-benzoic acid methyl ester). Run in O (water), C1CCOC1 (THF). Reaction conditions: time 20 hour. The product is C(C)(C)(C)OC(=O)/C=C/C1=C(C=C(C(=O)O)C=C1)C (4-((E)-2-tert-Butoxycarbonyl-vinyl)-3-methyl-benzoic Acid). The yield is 92.0%. Reaction SMILES: O.[OH-].[Li+].C[O:5][C:6](=[O:23])[C:7]1[CH:12]=[CH:11][C:10](/[CH:13]=[CH:14]/[C:15]([O:17][C:18]([CH3:21])([CH3:20])[CH3:19])=[O:16])=[C:9]([CH3:22])[CH:8]=1>C1COCC1.O>[C:18]([O:17][C:15](/[CH:14]=[CH:13]/[C:10]1[CH:11]=[CH:12][C:7]([C:6]([OH:23])=[O:5])=[CH:8][C:9]=1[CH3:22])=[O:16])([CH3:21])([CH3:20])[CH3:19] |f:0.1.2|. Procedure: Lithium hydroxide monohydrate (384 mg, 9.2 mmol) was added to a solution of 4-((E)-2-tert-butoxycarbonyl-vinyl)-3-methyl-benzoic acid methyl ester from Example E30.1 (1.27 g, 4.6 mmol) in THF (50 ml) and water (20 ml). The mixture was stirred for 20 h at room temperature then solvents were removed in vacuo. The residue was dissolved in EtOAc, washed with 1M KHSO4, water then brine, dried and concentrated in vacuo to yield the title compound (1.1 g, 92%). Starting materials: CNCCCO (3-methylamino-1-propanol), C=C1CC(=O)O1 (diketene). Solvent: O1CCCC1 (tetrahydrofuran), O1CCCC1 (tetrahydrofuran). Conditions: temperature 0 celsius, time 1 hour. The product is OCCCN(C(CC(C)=O)=O)C (N-(3-Hydroxypropyl)-N-methyl-3-oxobutanamide). Yield: 81.0%. Reaction SMILES: [CH3:1][NH:2][CH2:3][CH2:4][CH2:5][OH:6].[CH2:7]=[C:8]1[O:12][C:10](=[O:11])[CH2:9]1>O1CCCC1>[OH:6][CH2:5][CH2:4][CH2:3][N:2]([CH3:1])[C:10](=[O:11])[CH2:9][C:8](=[O:12])[CH3:7]. Procedure: A solution of 20 g (0.23 mol) of 3-methylamino-1-propanol in 50 ml tetrahydrofuran was added dropwise to a solution of 18 g of diketene (0.21 mol) in 200 ml tetrahydrofuran −5 to 0° C. After 1 h stirring at 0° C. no more starting material was detected by thin layer chromatography. The reaction mixture was evaporated and the residue purified by column chromatography. This gave 29.2 g (0.17 mol, 79% yield) of a colorless oil. The reactants are CC(=O)O, ClCCCl, CCOC(C)=O, O=CC1CC1, CN(CC1(c2ccc(I)cc2)CCNCC1)C(=O)Nc1cc(Cl)cc(Cl)c1. The product is CN(CC1(c2ccc(I)cc2)CCN(CC2CC2)CC1)C(=O)Nc1cc(Cl)cc(Cl)c1. RXN SMILES: [C:33]([OH:34])(=[O:35])[CH3:36].[CH2:37]([Cl:38])[CH2:39][Cl:40].[CH3:41][CH2:42][O:43][C:44]([CH3:45])=[O:46].[CH:28]1([CH:31]=[O:32])[CH2:29][CH2:30]1.[Cl:1][c:2]1[cH:3][c:4]([NH:9][C:10]([N:11]([CH3:12])[CH2:13][C:14]2([c:20]3[cH:21][cH:22][c:23]([I:26])[cH:24][cH:25]3)[CH2:15][CH2:16][NH:17][CH2:18][CH2:19]2)=[O:27])[cH:5][c:6]([Cl:8])[cH:7]1>>[Cl:1][c:2]1[cH:3][c:4]([NH:9][C:10]([N:11]([CH3:12])[CH2:13][C:14]2([c:20]3[cH:21][cH:22][c:23]([I:26])[cH:24][cH:25]3)[CH2:15][CH2:16][N:17]([CH2:31][CH:28]3[CH2:29][CH2:30]3)[CH2:18][CH2:19]2)=[O:27])[cH:5][c:6]([Cl:8])[cH:7]1. Reactants: O=C(O)C(F)(F)F, O=S(=O)(c1ccc(O)cc1)C1CCNC1, O=C1CCC(c2ccccc2)CC1. The product is O=S(=O)(c1ccc(O)cc1)C1CCN(C2CCC(c3ccccc3)CC2)C1. Reaction SMILES: [F:1][C:2]([F:3])([F:4])[C:5]([OH:6])=[O:7].[NH:8]1[CH2:9][CH:10]([S:13](=[O:14])(=[O:15])[c:16]2[cH:17][cH:18][c:19]([OH:22])[cH:20][cH:21]2)[CH2:11][CH2:12]1.[c:23]1([CH:29]2[CH2:30][CH2:31][C:32](=[O:35])[CH2:33][CH2:34]2)[cH:24][cH:25][cH:26][cH:27][cH:28]1>>[N:8]1([CH:32]2[CH2:31][CH2:30][CH:29]([c:23]3[cH:24][cH:25][cH:26][cH:27][cH:28]3)[CH2:34][CH2:33]2)[CH2:9][CH:10]([S:13](=[O:14])(=[O:15])[c:16]2[cH:17][cH:18][c:19]([OH:22])[cH:20][cH:21]2)[CH2:11][CH2:12]1. Starting materials: C1(CC1)N(S(=O)(=O)C1=C(C=C(C=C1C)OC)C)CC=1OC=C(N1)C(=O)O (2-({cyclopropyl[(4-methoxy-2,6-dimethylphenyl)sulfonyl]amino}methyl)-1,3-oxazole-4-carboxylic acid), CCN(C(C)C)C(C)C (DIPEA), N1=CC(=CC=C1)N1CCNCC1 (1-pyridin-3-ylpiperazine), CCN=C=NCCCN(C)C (EDCI), C1=CC=C2C(=C1)N=NN2O.O (HOBt monohydrate). Run in CN(C)C=O (DMF). The product is C1(CC1)N(S(=O)(=O)C1=C(C=C(C=C1C)OC)C)CC=1OC=C(N1)C(=O)N1CCN(CC1)C=1C=NC=CC1 (N-Cyclopropyl-4-methoxy-2,6-dimethyl-N-({4-[(4-pyridin-3-ylpiperazin-1-yl)carbonyl]-1,3-oxazol-2-yl}methyl)benzenesulfonamide). RXN SMILES: [CH:1]1([N:4]([CH2:18][C:19]2[O:20][CH:21]=[C:22]([C:24]([OH:26])=O)[N:23]=2)[S:5]([C:8]2[C:13]([CH3:14])=[CH:12][C:11]([O:15][CH3:16])=[CH:10][C:9]=2[CH3:17])(=[O:7])=[O:6])[CH2:3][CH2:2]1.CCN=C=NCCCN(C)C.C1C=C2N=NN(O)C2=CC=1.O.CCN(C(C)C)C(C)C.[N:58]1[CH:63]=[CH:62][CH:61]=[C:60]([N:64]2[CH2:69][CH2:68][NH:67][CH2:66][CH2:65]2)[CH:59]=1>CN(C=O)C>[CH:1]1([N:4]([CH2:18][C:19]2[O:20][CH:21]=[C:22]([C:24]([N:67]3[CH2:68][CH2:69][N:64]([C:60]4[CH:59]=[N:58][CH:63]=[CH:62][CH:61]=4)[CH2:65][CH2:66]3)=[O:26])[N:23]=2)[S:5]([C:8]2[C:13]([CH3:14])=[CH:12][C:11]([O:15][CH3:16])=[CH:10][C:9]=2[CH3:17])(=[O:6])=[O:7])[CH2:2][CH2:3]1 |f:2.3|. Reported procedure: The title compound was prepared according to general procedure AH using 2-({cyclopropyl[(4-methoxy-2,6-dimethylphenyl)sulfonyl]amino}methyl)-1,3-oxazole-4-carboxylic acid (50 mg, 0.13 mmol), EDCI (50 mg, 0.26 mmol), HOBt monohydrate (40 mg, 0.26 mmol), DIPEA (90 μL, 0.52 mmol), 1-pyridin-3-ylpiperazine (21 mg, 0.13 mmol) and DMF (1 mL). The resulting crude compound was purified by FCC eluting with 99:1 DCM:7N NH3 in MeOH.